This data is from the Open Reaction Database (ORD), a public repository of structured organic reaction records. The task is: describe an organic reaction: reactants, conditions, products, and yield Starting materials: CO (Methanol), BrC=1C=NC(=NC1)OCCOC1=C(C(=NC=N1)NS(NC(CC)OCC1=CC=CC=C1)(=O)=O)C1=CC=C(C=C1)Br (1-benzyloxypropanesulfamic acid[6-(2-(5-bromopyrimid-2-yloxy)-ethoxy)-5-(4-bromophenyl)-pyrimidin-4-yl]-amide), B(Br)(Br)Br (BBr3), solution. The solvent is C(CC(O)(C(=O)O)CC(=O)O)(=O)O (citric acid), C(Cl)Cl (DCM), C(Cl)Cl (DCM). Reaction conditions: time 1 hour. The product is BrC=1C=NC(=NC1)OCCOC1=C(C(=NC=N1)NS(NC(CC)O)(=O)=O)C1=CC=C(C=C1)Br (1-hydroxypropanesulfamic acid[6-(2-(5-bromopyrimid-2-yloxy)-ethoxy)-5-(4-bromophenyl)-pyrimidin-4-yl]-amide). Yield: 90.5%. Reaction SMILES: [Br:1][C:2]1[CH:3]=[N:4][C:5]([O:8][CH2:9][CH2:10][O:11][C:12]2[N:17]=[CH:16][N:15]=[C:14]([NH:18][S:19](=[O:33])(=[O:32])[NH:20][CH:21]([O:24]CC3C=CC=CC=3)[CH2:22][CH3:23])[C:13]=2[C:34]2[CH:39]=[CH:38][C:37]([Br:40])=[CH:36][CH:35]=2)=[N:6][CH:7]=1.B(Br)(Br)Br.CO>C(Cl)Cl.C(O)(=O)CC(CC(O)=O)(C(O)=O)O>[Br:1][C:2]1[CH:7]=[N:6][C:5]([O:8][CH2:9][CH2:10][O:11][C:12]2[N:17]=[CH:16][N:15]=[C:14]([NH:18][S:19](=[O:32])(=[O:33])[NH:20][CH:21]([OH:24])[CH2:22][CH3:23])[C:13]=2[C:34]2[CH:35]=[CH:36][C:37]([Br:40])=[CH:38][CH:39]=2)=[N:4][CH:3]=1. Procedure: A solution of 1-benzyloxypropanesulfamic acid[6-(2-(5-bromopyrimid-2-yloxy)-ethoxy)-5-(4-bromophenyl)-pyrimidin-4-yl]-amide (283 mg, 0.408 mmol) in DCM (15 mL) is cooled to −78° C. an then slowly treated with BBr3 (0.816 mL of a 1 M solution in DCM). The reaction mixture is allowed to warm to rt and stirring is continued for 1 h. Methanol (approx. 10 mL) is added to the suspension and stirring is continued for another 10 min before the mixture is diluted with 10% aq. citric acid solution (75 mL)... Starting materials: ClCCl, CC(C)(O)C1(NC(=O)c2cn(COCC[Si](C)(C)C)c3ncc(C4CC4)nc23)CCCC1, O=C(O)C(F)(F)F. Yields the product CC(C)(O)C1(NC(=O)c2c[nH]c3ncc(C4CC4)nc23)CCCC1. Reaction SMILES: [Cl:40][CH2:41][Cl:42].[OH:1][C:2]([CH3:3])([CH3:4])[C:5]1([NH:10][C:11](=[O:12])[c:13]2[cH:14][n:15]([CH2:25][O:26][CH2:27][CH2:28][Si:29]([CH3:30])([CH3:31])[CH3:32])[c:16]3[n:17][cH:18][c:19]([CH:22]4[CH2:23][CH2:24]4)[n:20][c:21]23)[CH2:6][CH2:7][CH2:8][CH2:9]1.[OH:33][C:34]([C:35]([F:36])([F:37])[F:38])=[O:39]>>[OH:1][C:2]([CH3:3])([CH3:4])[C:5]1([NH:10][C:11](=[O:12])[c:13]2[cH:14][nH:15][c:16]3[n:17][cH:18][c:19]([CH:22]4[CH2:23][CH2:24]4)[n:20][c:21]23)[CH2:6][CH2:7][CH2:8][CH2:9]1.